Dataset: the Open Reaction Database (ORD), a public repository of structured organic reaction records. Task: describe an organic reaction: reactants, conditions, products, and yield Reaction SMILES: [CH2:25]1[O:26][CH2:27][CH2:28][CH2:29]1.[CH3:22][CH2:23][OH:24].[F:1][c:2]1[c:3]([NH:11][c:12]2[c:13]3[c:14]([n:15][cH:16][cH:17]2)[n:18]([CH3:21])[cH:19][cH:20]3)[cH:4][cH:5][c:6]([N+:8]([O-:9])=[O:10])[cH:7]1.[Pt:30](=[O:31])=[O:32]>>[F:1][c:2]1[c:3]([NH:11][c:12]2[c:13]3[c:14]([n:15][cH:16][cH:17]2)[n:18]([CH3:21])[cH:19][cH:20]3)[cH:4][cH:5][c:6]([NH2:8])[cH:7]1. Yields the product Cn1ccc2c(Nc3ccc(N)cc3F)ccnc21. The reactants are C1CCOC1, CCO, Cn1ccc2c(Nc3ccc([N+](=O)[O-])cc3F)ccnc21, O=[Pt]=O. Starting materials: C(C1=CC=CC=C1)OC1=C(CN=C=O)C=CC=C1 (2-benzyloxybenzyl isocyanate), C(O)CN (ethanolamine). Solvent: C(Cl)Cl (methylene chloride), C(Cl)Cl (methylene chloride). Yields the product OCCNC(=O)NCC1=C(C=CC=C1)OCC1=CC=CC=C1 (N-(2-hydroxyethyl)-N'-(2-benzyloxybenzyl)urea). As a reaction SMILES: [CH2:1]([O:8][C:9]1[CH:18]=[CH:17][CH:16]=[CH:15][C:10]=1[CH2:11][N:12]=[C:13]=[O:14])[C:2]1[CH:7]=[CH:6][CH:5]=[CH:4][CH:3]=1.[CH2:19]([CH2:21][NH2:22])[OH:20]>C(Cl)Cl>[OH:20][CH2:19][CH2:21][NH:22][C:13]([NH:12][CH2:11][C:10]1[CH:15]=[CH:16][CH:17]=[CH:18][C:9]=1[O:8][CH2:1][C:2]1[CH:3]=[CH:4][CH:5]=[CH:6][CH:7]=1)=[O:14]. Reported procedure: A solution of 73.6 g of crude 2-benzyloxybenzyl isocyanate in 120 ml of methylene chloride is added dropwise in the course of 50 minutes in a solution of 36.8 ml of ethanolamine in 370 ml of methylene chloride. The reaction is slightly exothermic. After 2 hours the reaction solution is washed three times with 200 ml of water each time and dried using sodium sulphate. Methylene chloride is distilled off and the residue is recrystallised from isopropanol. The resulting product melts at 92°-94°. The reactants are BrC1C(C(CCC1)C(=O)OCC)=O (ethyl 3-bromo-2-oxocyclohexane-carboxylate), NC(=S)N (thiourea). Reaction SMILES: [Br:1][CH:2]1[CH2:7][CH2:6][CH2:5][CH:4]([C:8]([O:10][CH2:11][CH3:12])=[O:9])[C:3]1=O.[NH2:14][C:15]([NH2:17])=[S:16]>C(O)C>[BrH:1].[NH2:17][C:15]1[S:16][C:2]2[CH2:7][CH2:6][CH2:5][CH:4]([C:8]([O:10][CH2:11][CH3:12])=[O:9])[C:3]=2[N:14]=1 |f:3.4|. Solvent: C(C)O (Ethanol). The product is Br.NC=1SC2=C(N1)C(CCC2)C(=O)OCC (ethyl 2-amino-4,5,6,7-tetrahydrobenzthiazole-4-carboxyate hydrobromide). Procedure: Ethanol (50 mL) was added to ethyl 3-bromo-2-oxocyclohexane-carboxylate (50 g, 0.20 mol) and thiourea (15.3 g, 0.20 mol) and the reaction mixture was stirred for a period of 24 hours at room temperature under a blanket of nitrogen as inert gas. Following the removal of the solvent, ether (100 mL) was added to the residue. Following stirring for a period of 2 hours at room temperature, the suspension was filtered off and the solid matter was dried in vacuo. The product ethyl 2-amino-4,5,6,7-tetra... Run at time 24 hour.